This data is from the Open Reaction Database (ORD), a public repository of structured organic reaction records. The task is: describe an organic reaction: reactants, conditions, products, and yield Starting materials: C(C)(=O)OCC (ethyl acetate), COC1=CC=C(C=C1)COC1=CC=C(C=C1)C=C1C(OC(OC1=O)(C)C)=O (5-[[4-[(4-methoxyphenyl)methoxy]phenyl]-methylene]-2,2-dimethyl-[1,3]dioxane-4,6-dione), [BH4-].[Na+] (NaBH4). The solvent is CCO (EtOH). Reaction conditions: time 15 minute. Yields the product COC1=CC=C(C=C1)COC1=CC=C(C=C1)CCC(=O)O ((+/−)-3-(4-[(4-methoxyphenyl)methoxy]phenyl)-propanoic acid). RXN SMILES: C(OCC)(=O)C.[CH3:7][O:8][C:9]1[CH:14]=[CH:13][C:12]([CH2:15][O:16][C:17]2[CH:22]=[CH:21][C:20]([CH:23]=[C:24]3C(=O)OC(C)(C)[O:26][C:25]3=[O:33])=[CH:19][CH:18]=2)=[CH:11][CH:10]=1.[BH4-].[Na+]>CCO>[CH3:7][O:8][C:9]1[CH:10]=[CH:11][C:12]([CH2:15][O:16][C:17]2[CH:22]=[CH:21][C:20]([CH2:23][CH2:24][C:25]([OH:33])=[O:26])=[CH:19][CH:18]=2)=[CH:13][CH:14]=1 |f:2.3|. Procedure: To a stirring ethyl acetate (100 mL) solution of 5-[[4-[(4-methoxyphenyl)methoxy]phenyl]-methylene]-2,2-dimethyl-[1,3]dioxane-4,6-dione (200 mg, 0.543 mmol) was added EtOH (4 mL), followed by NaBH4 (62 mg, 1.63 mmol). The reaction mixture was stirred at room temperature for 15 minutes, quenched with water (5 mL), extracted with EtOAc (10 mL). The extract was washed with brine, dried over MgSO4, filtered, and concentrated to a white solid. A solution of this white solid in 3:1 pyridine-water (5 m... The reactants are CCCC[Sn](CCCC)(CCCC)c1ccnn1C, COC(=O)c1cc(I)c(C(C)(F)F)cc1N, C1COCCO1, Cl[Pd]Cl, c1ccc(P(c2ccccc2)c2ccccc2)cc1, c1ccc(P(c2ccccc2)c2ccccc2)cc1. Product: COC(=O)c1cc(-c2ccnn2C)c(C(C)(F)F)cc1N. RXN SMILES: [CH3:17][n:18]1[n:19][cH:20][cH:21][c:22]1[Sn:23]([CH2:24][CH2:25][CH2:26][CH3:27])([CH2:28][CH2:29][CH2:30][CH3:31])[CH2:32][CH2:33][CH2:34][CH3:35].[CH3:1][O:2][C:3]([c:4]1[c:5]([NH2:15])[cH:6][c:7]([C:11]([CH3:12])([F:13])[F:14])[c:8]([I:10])[cH:9]1)=[O:16].[O:36]1[CH2:37][CH2:38][O:39][CH2:40][CH2:41]1.[Pd:42]([Cl:43])[Cl:44].[c:45]1([P:46]([c:47]2[cH:48][cH:49][cH:50][cH:51][cH:52]2)[c:53]2[cH:54][cH:55][cH:56][cH:57][cH:58]2)[cH:59][cH:60][cH:61][cH:62][cH:63]1.[c:64]1([P:65]([c:66]2[cH:67][cH:68][cH:69][cH:70][cH:71]2)[c:72]2[cH:73][cH:74][cH:75][cH:76][cH:77]2)[cH:78][cH:79][cH:80][cH:81][cH:82]1>>[CH3:1][O:2][C:3]([c:4]1[c:5]([NH2:15])[cH:6][c:7]([C:11]([CH3:12])([F:13])[F:14])[c:8](-[c:22]2[n:18]([CH3:17])[n:19][cH:20][cH:21]2)[cH:9]1)=[O:16]. Starting materials: CCOC(=O)C(Cc1ccc(O)cc1)OCC, c1ccc(P(c2ccccc2)c2ccccc2)cc1, OCCC(c1ccccc1)c1ccccc1. The product is CCOC(=O)C(Cc1ccc(OCCC(c2ccccc2)c2ccccc2)cc1)OCC. Reaction SMILES: [CH2:36]([CH3:37])[O:38][C:39]([CH:40]([CH2:41][c:42]1[cH:43][cH:44][c:45]([OH:48])[cH:46][cH:47]1)[O:49][CH2:50][CH3:51])=[O:52].[c:17]1([P:18]([c:19]2[cH:20][cH:21][cH:22][cH:23][cH:24]2)[c:25]2[cH:26][cH:27][cH:28][cH:29][cH:30]2)[cH:31][cH:32][cH:33][cH:34][cH:35]1.[c:1]1([CH:7]([CH2:8][CH2:9][OH:10])[c:11]2[cH:12][cH:13][cH:14][cH:15][cH:16]2)[cH:2][cH:3][cH:4][cH:5][cH:6]1>>[c:1]1([CH:7]([CH2:8][CH2:9][O:10][c:45]2[cH:44][cH:43][c:42]([CH2:41][CH:40]([C:39]([O:38][CH2:36][CH3:37])=[O:52])[O:49][CH2:50][CH3:51])[cH:47][cH:46]2)[c:11]2[cH:12][cH:13][cH:14][cH:15][cH:16]2)[cH:2][cH:3][cH:4][cH:5][cH:6]1. The reactants are Cl 23.58, ( 10.36 ), crystals, COP(OC)OC (trimethylphosphite), ClC(=O)OC1=CC(=C(C=C1)Cl)Cl (3,4-dichlorophenyl chloroformate), ( 36.14 ), B.p.0.04, ( 3.03 ). Product: ClC=1C=C(OC(=O)P(OC)(OC)=O)C=CC1Cl (Dimethyl 3,4-dichlorophenoxycarbonylphosphonate). RXN SMILES: C[O:2][P:3]([O:6][CH3:7])[O:4][CH3:5].Cl[C:9]([O:11][C:12]1[CH:17]=[CH:16][C:15]([Cl:18])=[C:14]([Cl:19])[CH:13]=1)=[O:10]>>[Cl:19][C:14]1[CH:13]=[C:12]([CH:17]=[CH:16][C:15]=1[Cl:18])[O:11][C:9]([P:3](=[O:2])([O:6][CH3:7])[O:4][CH3:5])=[O:10]. Reported procedure: From 10.3 g (85 mmole) of trimethylphosphite and 13.5 g (60 mmole) of 3,4-dichlorophenyl chloroformate (100°, 2 hours). Yield 11.4 g (64%) B.p.0.04 154° C. nD20 1.5271. Solidifies to colourless crystals m.p. 58°-9° C. Analysis for C9H9Cl2O5P. Found (calculated): C 36.06 (36.14), H 3.31 (3.03), Cl 23.58 (23.71), P 10.50 (10.36). NMR (CDCl3)δ: 3.93 and 4.07 (CH3O), 7.0-7.6 (C6H3) IR (KBr)cm-1 : 1740 (CO), 1205, 1200, 1105, 1055, 1020. Starting materials: O[Li].O (LiOH.H2O), COC(=O)C=1N=C(OC1C)C(CC)NC(=O)C=1C2=C(C=NC1)N(N=C2)C2=CC=C(C=C2)F (2-(1-{[1-(4-fluorophenyl)-1H-pyrazolo[3,4-c]pyridine-4-carbonyl]-amino}-propyl)-5-methyl-oxazole-4-carboxylic acid methyl ester), Cl (hydrochloric acid). The solvent is C1CCOC1.CO.O (THF Methanol water). Conditions: time 3 hour. Yields the product FC1=CC=C(C=C1)N1N=CC2=C1C=NC=C2C(=O)NC(CC)C=2OC(=C(N2)C(=O)O)C (2-(1-{[1-(4-Fluorophenyl)-1H-pyrazolo[3,4-c]pyridine-4-carbonyl]-amino}-propyl)-5-methyl-oxazole-4-carboxylic acid). Reaction SMILES: C[O:2][C:3]([C:5]1[N:6]=[C:7]([CH:11]([NH:14][C:15]([C:17]2[C:18]3[CH:25]=[N:24][N:23]([C:26]4[CH:31]=[CH:30][C:29]([F:32])=[CH:28][CH:27]=4)[C:19]=3[CH:20]=[N:21][CH:22]=2)=[O:16])[CH2:12][CH3:13])[O:8][C:9]=1[CH3:10])=[O:4].O[Li].O.Cl>C1COCC1.CO.O>[F:32][C:29]1[CH:28]=[CH:27][C:26]([N:23]2[C:19]3[CH:20]=[N:21][CH:22]=[C:17]([C:15]([NH:14][CH:11]([C:7]4[O:8][C:9]([CH3:10])=[C:5]([C:3]([OH:4])=[O:2])[N:6]=4)[CH2:12][CH3:13])=[O:16])[C:18]=3[CH:25]=[N:24]2)=[CH:31][CH:30]=1 |f:1.2,4.5.6|. Procedure details: To a solution of 2-(1-{[1-(4-fluorophenyl)-1H-pyrazolo[3,4-c]pyridine-4-carbonyl]-amino}-propyl)-5-methyl-oxazole-4-carboxylic acid methyl ester (95.0 mg, 0.217 mmol) in a mixture of THF/Methanol/water (3 mL, 3:1:1) was added LiOH.H2O (36.5 mg, 0.869 mmol). After 3 hours, the reaction mixture was acidified to pH 3-4 with 2 M aqueous hydrochloric acid and concentrated. The mixture was diluted with ethyl acetate (25 mL) and water (25 mL) and stirred vigorously. After 5 hours, the heterogeneous mix... Starting materials: C=C=CC (1,2-butadiene), C=CC=C (1,3-butadiene), C#CCC (1-butyne), CC#CC (2-butyne), butenes, C(CCCCC)=O (1-hexanal). The solvent is O1CCCC1 (tetrahydrofuran). The product is CCC#CC(CCCCC)O (3-decyn-5-ol). Reaction SMILES: [CH2:1]=[C:2]=[CH:3][CH3:4].C=CC=C.C#CCC.CC#CC.[CH:17](=[O:23])[CH2:18][CH2:19][CH2:20][CH2:21][CH3:22]>O1CCCC1>[CH3:1][CH2:2][C:3]#[C:4][CH:17]([OH:23])[CH2:18][CH2:19][CH2:20][CH2:21][CH3:22]. Procedure details: Following the procedure of Example 1, but with a pressure equalizing dropping funnel in place of the gas addition tube, 5.2 g. of lithium metal powder and 125 ml. of tetrahydrofuran are added to the flask. 65 g. of ammonia gas is condensed into the slurry with stirring forming a liquid-copper-gold colored lithium ammonia adduct. 190 g. of a mixture containing about 18% 1,2-butadiene, 21% 1,3-butadiene, 4% 1-butyne, 3.3% 2-butyne and about 25% isomeric butenes dissolved in 800 ml. tetrahydrofuran... Starting materials: O=C1NCC2=C1C(=NC(=C2)N[C@H]2[C@H](CCCC2)NC(OC(C)(C)C)=O)NC=2C=C(C=CC2)C (tert-butyl (1S,2R)-2-(3-oxo-4-(m-tolylamino)-2,3-dihydro-1H-pyrrolo[3,4-c]pyridin-6-ylamino)cyclohexylcarbamate), IN1C(CCC1=O)=O (1-iodopyrrolidine-2,5-dione). The solvent is C(Cl)Cl (DCM), C(Cl)Cl (DCM). Run at time 0.5 hour. The product is IC=1C2=C(C(=NC1N[C@H]1[C@H](CCCC1)NC(OC(C)(C)C)=O)NC=1C=C(C=CC1)C)C(NC2)=O (tert-Butyl (1S,2R)-2-(7-iodo-3-oxo-4-(m-tolylamino)-2,3-dihydro-1H-pyrrolo[3,4-c]pyridin-6-ylamino)cyclohexylcarbamate). RXN SMILES: [O:1]=[C:2]1[C:6]2[C:7]([NH:26][C:27]3[CH:28]=[C:29]([CH3:33])[CH:30]=[CH:31][CH:32]=3)=[N:8][C:9]([NH:11][C@@H:12]3[CH2:17][CH2:16][CH2:15][CH2:14][C@@H:13]3[NH:18][C:19](=[O:25])[O:20][C:21]([CH3:24])([CH3:23])[CH3:22])=[CH:10][C:5]=2[CH2:4][NH:3]1.[I:34]N1C(=O)CCC1=O>C(Cl)Cl>[I:34][C:10]1[C:5]2[CH2:4][NH:3][C:2](=[O:1])[C:6]=2[C:7]([NH:26][C:27]2[CH:28]=[C:29]([CH3:33])[CH:30]=[CH:31][CH:32]=2)=[N:8][C:9]=1[NH:11][C@@H:12]1[CH2:17][CH2:16][CH2:15][CH2:14][C@@H:13]1[NH:18][C:19](=[O:25])[O:20][C:21]([CH3:24])([CH3:23])[CH3:22]. Procedure details: To a screw-top vial was added tert-butyl (1S,2R)-2-(3-oxo-4-(m-tolylamino)-2,3-dihydro-1H-pyrrolo[3,4-c]pyridin-6-ylamino)cyclohexylcarbamate (73 mg, 0.162 mmol) and 1-iodopyrrolidine-2,5-dione (36.4 mg, 0.162 mmol) in DCM (1.6 mL) to give a yellow solution. The reaction was stirred 0.5 h at RT. The reaction mixture was diluted with DCM (10 mL) and washed with saturated aq NaHCO3 (10 mL), water (10 mL), and brine (10 mL). The collected organic layers were dried with sodium sulfate and concentrat... Reaction SMILES: [CH2:1]([C:6]1[CH:20]=[CH:19][C:9]([O:10][C:11]2[CH:12]=[C:13]([CH:16]=[CH:17][CH:18]=2)[CH:14]=O)=[CH:8][CH:7]=1)[CH2:2][CH2:3][CH2:4][CH3:5].[S:21]1[CH2:27][C:25](=[O:26])[NH:24][C:22]1=[S:23]>C(O)(=O)C.C([O-])(=O)C.[Na+]>[CH2:1]([C:6]1[CH:20]=[CH:19][C:9]([O:10][C:11]2[CH:12]=[C:13]([CH:14]=[C:27]3[S:21][C:22](=[S:23])[NH:24][C:25]3=[O:26])[CH:16]=[CH:17][CH:18]=2)=[CH:8][CH:7]=1)[CH2:2][CH2:3][CH2:4][CH3:5] |f:3.4|. Reported procedure: The 3-(4-n-pentylphenoxy)benzaldehyde was coupled with rhodanine in acetic acid and sodium acetate essentially as described previously to yield 1.3 grams (61.9%) of the title product. Yields the product C(CCCC)C1=CC=C(OC=2C=C(C=CC2)C=C2C(NC(S2)=S)=O)C=C1 (5-[[3-(4-pentylphenoxy)phenyl]methylene]-2-thioxo-4-thiazolidinone). Starting materials: C(CCCC)C1=CC=C(OC=2C=C(C=O)C=CC2)C=C1 (3-(4-n-pentylphenoxy)benzaldehyde), S1C(=S)NC(=O)C1 (rhodanine). Run in C(C)(=O)[O-].[Na+] (sodium acetate), C(C)(=O)O (acetic acid). The yield is 61.9%.